describe an organic reaction: reactants, conditions, products, and yield From a dataset of the Open Reaction Database (ORD), a public repository of structured organic reaction records. Reactants: CO, COC(=O)c1cc(Br)oc1C, [Na+], [OH-], O. Product: Cc1oc(Br)cc1C(=O)O. RXN SMILES: [CH3:15][OH:16].[CH3:3][O:4][C:5](=[O:6])[c:7]1[c:8]([CH3:13])[o:9][c:10]([Br:12])[cH:11]1.[Na+:2].[OH-:1].[OH2:14]>>[O:4]=[C:5]([OH:6])[c:7]1[c:8]([CH3:13])[o:9][c:10]([Br:12])[cH:11]1.